From a dataset of the Open Reaction Database (ORD), a public repository of structured organic reaction records. describe an organic reaction: reactants, conditions, products, and yield The reactants are O=C([O-])[O-], Cc1c[nH]cn1, [Cs+], [Cs+], [Cu]I, Nc1ccc(I)cn1, CN(C)C=O. Product: Cc1cn(-c2ccc(N)nc2)cn1. RXN SMILES: [C:15](=[O:16])([O-:17])[O-:18].[CH3:9][c:10]1[n:11][cH:12][nH:13][cH:14]1.[Cs+:19].[Cs+:20].[Cu:21][I:22].[I:1][c:2]1[cH:3][cH:4][c:5]([NH2:8])[n:6][cH:7]1.[O:23]=[CH:24][N:25]([CH3:26])[CH3:27]>>[c:2]1(-[n:13]2[cH:12][n:11][c:10]([CH3:9])[cH:14]2)[cH:3][cH:4][c:5]([NH2:8])[n:6][cH:7]1. The solvent is CC(C)O (isopropyl alcohol), CC(C)O (isopropylalcohol). As a reaction SMILES: CC1=CC=C(N)N=C1.[C-]#[N+]C1CCCCC1.ClC1=NC=NC(Cl)=C1CC=O>>CC1=CN2C(C=C1)=NC(CC1=C(Cl)N=CN=C1Cl)=C2NC1CCCCC1. Reactants: C(C=O)c1c(ncnc1[Cl])[Cl], CC1=CN=C(C=C1)N, [C-]#[N+]C1CCCCC1. Reagents/catalysts: O=C(O)C(F)(F)F (trifluoroacetic acid). Reaction conditions: temperature 22 celsius, time 20 hour. The yield is 18.7%. The product is Cc1ccc2nc(Cc3c(ncnc3[Cl])[Cl])c(NC3CCCCC3)n2c1.